This data is from the Open Reaction Database (ORD), a public repository of structured organic reaction records. The task is: describe an organic reaction: reactants, conditions, products, and yield Reactants: O=S1(N(CCC1)CCO)=O (2-(1,1-dioxo-1λ6-isothiazolidin-2-yl)-ethanol), O=S(Cl)Cl (SOCl2), C(=O)(O)[O-].[Na+] (NaHCO3). The solvent is C(Cl)Cl (DCM), C(Cl)Cl (DCM). Run at temperature 40 celsius. Yields the product ClCCN1S(CCC1)(=O)=O (2-(2-Chloro-ethyl)-isothiazolidine-1,1-dioxide). Isolated yield 29.6%. As a reaction SMILES: [O:1]=[S:2]1(=[O:10])[CH2:6][CH2:5][CH2:4][N:3]1[CH2:7][CH2:8]O.O=S(Cl)[Cl:13].C([O-])(O)=O.[Na+]>C(Cl)Cl>[Cl:13][CH2:8][CH2:7][N:3]1[CH2:4][CH2:5][CH2:6][S:2]1(=[O:10])=[O:1] |f:2.3|. Reported procedure: To a solution of 2-(1,1-dioxo-1λ6-isothiazolidin-2-yl)-ethanol (0.14 g, 0.847 mmol) in DCM (4 mL) was added SOCl2 (0.151 g, 1.27 mmol) and the reaction mixture was heated to 40° C. for 2 h. The mixture was cooled to room temperature, diluted with DCM, poured into a sat. NaHCO3 solution (10 mL) and the aqueous layer was extracted with DCM (2×20 mL). Combined organics were dried over Na2SO4, filtered and evaporated to dryness to give the title compound (0.046 g, 30%) as an orange oil which was use... Starting materials: O=C([O-])[O-], Cc1ccccc1, OB(O)c1cc(F)cc(Oc2ccc(F)cc2)c1, [K+], [K+], Cc1c(Br)cnc(N)c1C#N, c1ccc(P(c2ccccc2)(c2ccccc2)[Pd](P(c2ccccc2)(c2ccccc2)c2ccccc2)(P(c2ccccc2)(c2ccccc2)c2ccccc2)P(c2ccccc2)(c2ccccc2)c2ccccc2)cc1. Product: Cc1c(-c2cc(F)cc(Oc3ccc(F)cc3)c2)cnc(N)c1C#N. As a reaction SMILES: [C:30](=[O:31])([O-:32])[O-:33].[CH3:36][c:37]1[cH:38][cH:39][cH:40][cH:41][cH:42]1.[F:12][c:13]1[cH:14][c:15]([B:27]([OH:28])[OH:29])[cH:16][c:17]([O:19][c:20]2[cH:21][cH:22][c:23]([F:26])[cH:24][cH:25]2)[cH:18]1.[K+:34].[K+:35].[NH2:1][c:2]1[n:3][cH:4][c:5]([Br:11])[c:6]([CH3:10])[c:7]1[C:8]#[N:9].[cH:43]1[cH:44][cH:45][c:46]([P:47]([Pd:48]([P:49]([c:50]2[cH:51][cH:52][cH:53][cH:54][cH:55]2)([c:56]2[cH:57][cH:58][cH:59][cH:60][cH:61]2)[c:62]2[cH:63][cH:64][cH:65][cH:66][cH:67]2)([P:68]([c:69]2[cH:70][cH:71][cH:72][cH:73][cH:74]2)([c:75]2[cH:76][cH:77][cH:78][cH:79][cH:80]2)[c:81]2[cH:82][cH:83][cH:84][cH:85][cH:86]2)[P:87]([c:88]2[cH:89][cH:90][cH:91][cH:92][cH:93]2)([c:94]2[cH:95][cH:96][cH:97][cH:98][cH:99]2)[c:100]2[cH:101][cH:102][cH:103][cH:104][cH:105]2)([c:106]2[cH:107][cH:108][cH:109][cH:110][cH:111]2)[c:112]2[cH:113][cH:114][cH:115][cH:116][cH:117]2)[cH:118][cH:119]1>>[NH2:1][c:2]1[n:3][cH:4][c:5](-[c:15]2[cH:14][c:13]([F:12])[cH:18][c:17]([O:19][c:20]3[cH:21][cH:22][c:23]([F:26])[cH:24][cH:25]3)[cH:16]2)[c:6]([CH3:10])[c:7]1[C:8]#[N:9]. Reactants: CCOC(C)=O, CCCCCC, CCCC=Cc1c(C(C)C)nc(C(C)C)c(CO)c1-c1ccccc1F. Yields the product CCCCCc1c(C(C)C)nc(C(C)C)c(CO)c1-c1ccccc1F. RXN SMILES: [C:33]([O:34][CH2:35][CH3:36])(=[O:37])[CH3:38].[CH3:27][CH2:28][CH2:29][CH2:30][CH2:31][CH3:32].[CH:1]([CH3:2])([CH3:3])[c:4]1[n:5][c:6]([CH:24]([CH3:25])[CH3:26])[c:7]([CH:19]=[CH:20][CH2:21][CH2:22][CH3:23])[c:8](-[c:12]2[c:13]([F:18])[cH:14][cH:15][cH:16][cH:17]2)[c:9]1[CH2:10][OH:11]>>[CH:1]([CH3:2])([CH3:3])[c:4]1[n:5][c:6]([CH:24]([CH3:25])[CH3:26])[c:7]([CH2:19][CH2:20][CH2:21][CH2:22][CH3:23])[c:8](-[c:12]2[c:13]([F:18])[cH:14][cH:15][cH:16][cH:17]2)[c:9]1[CH2:10][OH:11]. Reactants: CC(C)(C)[Si](C)(C)OCC(COc1ccc(Br)nc1)Cn1cc([N+](=O)[O-])nc1Br, CCCC[N+](CCCC)(CCCC)CCCC, C1CCOC1, [F-]. Yields the product O=[N+]([O-])c1cn(CC(CO)COc2ccc(Br)nc2)c(Br)n1. RXN SMILES: [Br:19][c:20]1[n:21][cH:22][c:23]([O:26][CH2:27][CH:28]([CH2:29][n:30]2[c:31]([Br:38])[n:32][c:33]([N+:35](=[O:36])[O-:37])[cH:34]2)[CH2:39][O:40][Si:41]([C:42]([CH3:43])([CH3:44])[CH3:45])([CH3:46])[CH3:47])[cH:24][cH:25]1.[CH2:2]([N+:3]([CH2:4][CH2:5][CH2:6][CH3:7])([CH2:8][CH2:9][CH2:10][CH3:11])[CH2:12][CH2:13][CH2:14][CH3:15])[CH2:16][CH2:17][CH3:18].[CH2:48]1[O:49][CH2:50][CH2:51][CH2:52]1.[F-:1]>>[Br:19][c:20]1[n:21][cH:22][c:23]([O:26][CH2:27][CH:28]([CH2:29][n:30]2[c:31]([Br:38])[n:32][c:33]([N+:35](=[O:36])[O-:37])[cH:34]2)[CH2:39][OH:40])[cH:24][cH:25]1. Reactants: C1(CC1)C1=NC=2N(C(NC(C2N1)=S)=O)CC (8-cyclopropyl-3-ethyl-6-thioxanthine), C(C)N (ethylamine). The solvent is O (water). Yields the product C1(CC1)C1=NC=2N(C(N=C(C2N1)NCC)=O)CC (8-Cyclopropyl-3,N6 -diethyl-isoguanine). Reaction SMILES: [CH:1]1([C:4]2[NH:12][C:11]3[C:10](=S)[NH:9][C:8](=[O:14])[N:7]([CH2:15][CH3:16])[C:6]=3[N:5]=2)[CH2:3][CH2:2]1.[CH2:17]([NH2:19])[CH3:18]>O>[CH:1]1([C:4]2[NH:12][C:11]3[C:10]([NH:19][CH2:17][CH3:18])=[N:9][C:8](=[O:14])[N:7]([CH2:15][CH3:16])[C:6]=3[N:5]=2)[CH2:3][CH2:2]1. Procedure: 5.91 g of 8-cyclopropyl-3-ethyl-6-thioxanthine and 100 ml of 70% ethylamine in water were heated in a 450 ml reactor to 150° C. After 6 hours the solution was filtered and evaporated to dryness. The residue was suspended in methanol, collected, washed and dried to give the title compound (5.67 g) as an off-white solid mp 260° subl./301-5° C. The hydrochloride salt was also obtained as an off-white solid mp 205-50° C.